This data is from the Open Reaction Database (ORD), a public repository of structured organic reaction records. The task is: describe an organic reaction: reactants, conditions, products, and yield Reactants: C([O-])([O-])=O.[K+].[K+] (potassium carbonate), COC(=O)C1=CC2=C(C=3C(=CC(=NC3C(C2=O)=O)C(=O)OC)C(=O)OC)N1 (4,5-dioxo-4,5-dihydro-1H-pyrrolo[2,3-f]quinoline-2,7,9-tricarboxylic acid trimethyl ester), Cl (hydrochloric acid). The solvent is O (water). Run at temperature 80 celsius, time 12 hour. Product: O=C1C2=C(C=3C(=CC(=NC3C1=O)C(=O)O)C(=O)O)NC(=C2)C(=O)O (4,5-Dioxo-4,5-dihydro-1H-pyrrolo[2,3-f]quinoline-2,7,9-tricarboxylic acid). RXN SMILES: C(=O)([O-])[O-].[K+].[K+].C[O:8][C:9]([C:11]1[NH:33][C:14]2[C:15]3[C:16]([C:29]([O:31]C)=[O:30])=[CH:17][C:18]([C:25]([O:27]C)=[O:26])=[N:19][C:20]=3[C:21](=[O:24])[C:22](=[O:23])[C:13]=2[CH:12]=1)=[O:10].Cl>O>[O:23]=[C:22]1[C:21](=[O:24])[C:20]2[N:19]=[C:18]([C:25]([OH:27])=[O:26])[CH:17]=[C:16]([C:29]([OH:31])=[O:30])[C:15]=2[C:14]2[NH:33][C:11]([C:9]([OH:10])=[O:8])=[CH:12][C:13]1=2 |f:0.1.2|. Procedure details: To a solution of potassium carbonate (about 439 g, 3.18 mol) in water (about 4.5 L), 4,5-dioxo-4,5-dihydro-1H-pyrrolo[2,3-f]quinoline-2,7,9-tricarboxylic acid trimethyl ester (about 200 g, 0.53 mol) is added at about 25° C. The reaction mixture is allowed to stir at about 80° C. over a period of about 12 hours. Completion of reaction is monitored by HPLC. Thereafter, the reaction mixture is acidified (pH: 2.0) with 1N hydrochloric acid to precipitate the product [4,5-Dioxo-4,5-dihydro-1H-pyrrolo... The reactants are C(C)OC(=O)C1=C(N=C(S1)NC(C(C)(C)NC(=O)OCC1=CC=CC=C1)=O)C1=CC=CC=C1 (2-(2-Benzyloxycarbonylamino-2-methyl-propionylamino)-4-phenyl-thiazole-5-carboxylic acid ethyl ester), Br (HBr), [OH-].[K+] (KOH). The solvent is C(C)(=O)O (acetic acid). Reaction conditions: time 2 hour. Product: C(C)OC(=O)C1=C(N=C(S1)NC(C(C)(C)N)=O)C1=CC=CC=C1 (2-(2-Amino-2-methyl-propionylamino)-4-phenyl-thiazole-5-carboxylic acid ethyl ester). RXN SMILES: [CH2:1]([O:3][C:4]([C:6]1[S:10][C:9]([NH:11][C:12](=[O:27])[C:13]([NH:16]C(OCC2C=CC=CC=2)=O)([CH3:15])[CH3:14])=[N:8][C:7]=1[C:28]1[CH:33]=[CH:32][CH:31]=[CH:30][CH:29]=1)=[O:5])[CH3:2].Br.[OH-].[K+]>C(O)(=O)C>[CH2:1]([O:3][C:4]([C:6]1[S:10][C:9]([NH:11][C:12](=[O:27])[C:13]([NH2:16])([CH3:15])[CH3:14])=[N:8][C:7]=1[C:28]1[CH:33]=[CH:32][CH:31]=[CH:30][CH:29]=1)=[O:5])[CH3:2] |f:2.3|. Procedure details: A mixture of 2-(2-Benzyloxycarbonylamino-2-methyl-propionylamino)-4-phenyl-thiazole-5-carboxylic acid ethyl ester (1.57 g, 3.36 mmol) and 33% HBr (in acetic acid, 8 mL) in acetic acid (7 mL) was stirred at RT for 2 h, basified carefully to pH 7˜8 by addition of aqueous KOH, and the product was extracted with ethyl acetate, dried over MgSO4, concentrated and chromatographed to give the title compound. m/z 334.1 (MH+). Reactants: B, C=C1CCCN(C(=O)c2ccc(NC(=O)c3ccccc3C)cc2)c2ccccc21, [H][H], [Na+], C1CCOC1, C1CCOC1, [OH-], O, OO. Product: Cc1ccccc1C(=O)Nc1ccc(C(=O)N2CCCC(CO)c3ccccc32)cc1. Reaction SMILES: [BH3:36].[CH2:1]=[C:2]1[CH2:3][CH2:4][CH2:5][N:6]([C:13]([c:14]2[cH:15][cH:16][c:17]([NH:20][C:21]([c:22]3[c:23]([CH3:28])[cH:24][cH:25][cH:26][cH:27]3)=[O:29])[cH:18][cH:19]2)=[O:30])[c:7]2[c:8]1[cH:9][cH:10][cH:11][cH:12]2.[H:37][H:38].[Na+:40].[O:31]1[CH2:32][CH2:33][CH2:34][CH2:35]1.[O:43]1[CH2:44][CH2:45][CH2:46][CH2:47]1.[OH-:39].[OH2:48].[OH:41][OH:42]>>[CH2:1]([CH:2]1[CH2:3][CH2:4][CH2:5][N:6]([C:13]([c:14]2[cH:15][cH:16][c:17]([NH:20][C:21]([c:22]3[c:23]([CH3:28])[cH:24][cH:25][cH:26][cH:27]3)=[O:29])[cH:18][cH:19]2)=[O:30])[c:7]2[c:8]1[cH:9][cH:10][cH:11][cH:12]2)[OH:31]. The reactants are CC(C)OC(=O)c1ccc(OC(C)C)nc1, [Na+], [OH-]. Product: CC(C)Oc1ccc(C(=O)O)cn1. Reaction SMILES: [CH:1]([CH3:2])([CH3:3])[O:4][c:5]1[n:6][cH:7][c:8]([C:9](=[O:10])[O:11][CH:12]([CH3:13])[CH3:14])[cH:15][cH:16]1.[Na+:18].[OH-:17]>>[CH:1]([CH3:2])([CH3:3])[O:4][c:5]1[n:6][cH:7][c:8]([C:9](=[O:10])[OH:11])[cH:15][cH:16]1. Reactants: C(C)OCCOC1=NC(=C2N=CN(C2=N1)C1OCCCC1)N (2-{[2-(ethyloxy)ethyl]oxy}-9-(tetrahydro-2H-pyran-2-yl)-9H-purin-6-amine), C1CC(=O)N(C1=O)Br (NBS). Run in ClCCl (dichloromethane). Conditions: time 2 hour. Yields the product BrC=1N(C2=NC(=NC(=C2N1)N)OCCOCC)C1OCCCC1 (8-Bromo-2-{[2-(ethyoxy)ethyl]oxy}-9-(tetrahydro-2H-pyran-2-yl)-9H-purin-6-amine). RXN SMILES: [CH2:1]([O:3][CH2:4][CH2:5][O:6][C:7]1[N:15]=[C:14]2[C:10]([N:11]=[CH:12][N:13]2[CH:16]2[CH2:21][CH2:20][CH2:19][CH2:18][O:17]2)=[C:9]([NH2:22])[N:8]=1)[CH3:2].C1C(=O)N([Br:30])C(=O)C1>ClCCl>[Br:30][C:12]1[N:13]([CH:16]2[CH2:21][CH2:20][CH2:19][CH2:18][O:17]2)[C:14]2[C:10]([N:11]=1)=[C:9]([NH2:22])[N:8]=[C:7]([O:6][CH2:5][CH2:4][O:3][CH2:1][CH3:2])[N:15]=2. Procedure: To a stirred solution of 2-{[2-(ethyloxy)ethyl]oxy}-9-(tetrahydro-2H-pyran-2-yl)-9H-purin-6-amine (7.8 g, 25.4 mmol) in dichloromethane (100 ml) and NBS (5 g, 27.9 mmol) added with stirring. After 2 h, the solvent was removed. The product was purified through a silica column using petroleum ether: ethyl acetate 2:1 as eluent, which was a pale yellow solid (7.8 g, 79.6%). Procedure details: Obtained by starting from (S)-5-(tert-butyldimethylsilyloxy)-4-(3,6-dihydro-2H-pyran-4-yl)-7,7-dimethyl-2-(tetrahydro-2H-pyran-4-yl)-5,6,7,8-tetrahydroquinoline-3-carbaldehyde and 5-iodo-2-(trifluoromethyl)benzonitrile. A 1.3 M solution of isopropylmagnesium chloride-lithium chloride-complex in tetrahydrofurane is used instead of a 2 M solution of isopropylmagnesium chloride in tetrahydrofurane. Solvent: O1CCCC1 (tetrahydrofurane), O1CCCC1 (tetrahydrofurane). Reaction SMILES: [Si:1]([O:8][C@H:9]1[CH2:18][C:17]([CH3:20])([CH3:19])[CH2:16][C:15]2[N:14]=[C:13]([CH:21]3[CH2:26][CH2:25][O:24][CH2:23][CH2:22]3)[C:12]([CH:27]=[O:28])=[C:11]([C:29]3[CH2:30][CH2:31][O:32][CH2:33][CH:34]=3)[C:10]1=2)([C:4]([CH3:7])([CH3:6])[CH3:5])([CH3:3])[CH3:2].I[C:36]1[CH:37]=[CH:38][C:39]([C:44]([F:47])([F:46])[F:45])=[C:40]([CH:43]=1)[C:41]#[N:42].C([Mg]Cl)(C)C.[Cl-].[Li+].C([Mg]Cl)(C)C>O1CCCC1>[Si:1]([O:8][C@H:9]1[CH2:18][C:17]([CH3:20])([CH3:19])[CH2:16][C:15]2[N:14]=[C:13]([CH:21]3[CH2:22][CH2:23][O:24][CH2:25][CH2:26]3)[C:12]([C@@H:27]([OH:28])[C:36]3[CH:37]=[CH:38][C:39]([C:44]([F:45])([F:46])[F:47])=[C:40]([CH:43]=3)[C:41]#[N:42])=[C:11]([C:29]3[CH2:30][CH2:31][O:32][CH2:33][CH:34]=3)[C:10]1=2)([C:4]([CH3:5])([CH3:6])[CH3:7])([CH3:3])[CH3:2] |f:2.3.4|. Product: [Si](C)(C)(C(C)(C)C)O[C@@H]1C=2C(=C(C(=NC2CC(C1)(C)C)C1CCOCC1)[C@H](C=1C=CC(=C(C#N)C1)C(F)(F)F)O)C=1CCOCC1 (5-((S)—((S)-5-(tert-butyldimethylsilyloxy)-4-(3,6-dihydro-2H-pyran-4-yl)-7,7-dimethyl-2-(tetrahydro-2H-pyran-4-yl)-5,6,7,8-tetrahydroquinolin-3-yl)(hydroxy)methyl)-2-(trifluoromethyl)benzonitrile). Reactants: [Si](C)(C)(C(C)(C)C)O[C@@H]1C=2C(=C(C(=NC2CC(C1)(C)C)C1CCOCC1)C=O)C=1CCOCC1 ((S)-5-(tert-butyldimethylsilyloxy)-4-(3,6-dihydro-2H-pyran-4-yl)-7,7-dimethyl-2-(tetrahydro-2H-pyran-4-yl)-5,6,7,8-tetrahydroquinoline-3-carbaldehyde), solution, C(C)(C)[Mg]Cl.[Cl-].[Li+] (isopropylmagnesium chloride lithium chloride), IC=1C=CC(=C(C#N)C1)C(F)(F)F (5-iodo-2-(trifluoromethyl)benzonitrile), solution, C(C)(C)[Mg]Cl (isopropylmagnesium chloride). Starting materials: O[Li].O (LiOH.H2O), COC(CC1=C(CCC2=NC(=NC=C2C)NC=2C=CC(=NC2)C2CCN(CC2)C(=O)OC(C)(C)C)C=CC=C1)=O (tert-butyl 4-(5-((4-(2-(2-methoxy-2-oxoethyl)phenethyl)-5-methylpyrimidin-2-yl)amino)pyridin-2-yl)piperidine-1-carboxylate). Solvent: O (water), C1CCOC1 (THF). Run at temperature 40 celsius. Yields the product C(C)(C)(C)OC(=O)N1CCC(CC1)C1=CC=C(C=N1)NC1=NC=C(C(=N1)CCC1=C(C=CC=C1)CC(=O)O)C (2-(2-(2-(2-((6-(1-(tert-Butoxycarbonyl)piperidin-4-yl)pyridin-3-yl)amino)-5-methylpyrimidin-4-yl)ethyl)phenyl)acetic acid), oil. Yield: 86.0%. As a reaction SMILES: O[Li].O.C[O:5][C:6](=[O:43])[CH2:7][C:8]1[CH:42]=[CH:41][CH:40]=[CH:39][C:9]=1[CH2:10][CH2:11][C:12]1[C:17]([CH3:18])=[CH:16][N:15]=[C:14]([NH:19][C:20]2[CH:21]=[CH:22][C:23]([CH:26]3[CH2:31][CH2:30][N:29]([C:32]([O:34][C:35]([CH3:38])([CH3:37])[CH3:36])=[O:33])[CH2:28][CH2:27]3)=[N:24][CH:25]=2)[N:13]=1>O.C1COCC1>[C:35]([O:34][C:32]([N:29]1[CH2:28][CH2:27][CH:26]([C:23]2[N:24]=[CH:25][C:20]([NH:19][C:14]3[N:13]=[C:12]([CH2:11][CH2:10][C:9]4[CH:39]=[CH:40][CH:41]=[CH:42][C:8]=4[CH2:7][C:6]([OH:43])=[O:5])[C:17]([CH3:18])=[CH:16][N:15]=3)=[CH:21][CH:22]=2)[CH2:31][CH2:30]1)=[O:33])([CH3:38])([CH3:37])[CH3:36] |f:0.1|. Procedure details: LiOH.H2O (442 mg, 10.5 mmol) was added to a stirred solution of tert-butyl 4-(5-((4-(2-(2-methoxy-2-oxoethyl)phenethyl)-5-methylpyrimidin-2-yl)amino)pyridin-2-yl)piperidine-1-carboxylate (A18) (115 mg, 0.211 mmol) in water (4 mL) and THF (40 mL) and the resulting mixture heated at 40° C. for 18 hours. On cooling the volatiles were removed in vacuo and the residue taken up in EtOAc (100 mL). The resulting solution was washed with water (100 mL), brine (50 mL) and dried over MgSO4. The volatiles w... The reactants are C(C)(C)(C)C1=C(C=CC=C1)N1C(C=2C=3C4=C(C(N(C(C4=CC2)=O)CCO)=O)C=CC13)=O (1-(2-tert. butylphenyl)-6-(2-hydroxyethyl)-1H-indolo[5,4,3-def]isoquinoline-2,5,7(6H)-trione), P(Br)(Br)Br (phosphorus tribromide). Product: C(C)(C)(C)C1=C(C=CC=C1)N1C(C=2C=3C4=C(C(N(C(C4=CC2)=O)CCBr)=O)C=CC13)=O (1-(2-tert. butylphenyl)-6-(2-bromoethyl)-1H-indolo[5,4,3-def]isoquinoline-2,5,7(6H)-trione). The solvent is C(Cl)(Cl)Cl (chloroform). Reported procedure: 0.92 g (2.22 mmol) of 1-(2-tert. butylphenyl)-6-(2-hydroxyethyl)-1H-indolo[5,4,3-def]isoquinoline-2,5,7(6H)-trione was dissolved in 60 mL of chloroform and heated to a boil. Then, 15 mL (15.54 mmol) of phosphorus tribromide was added dropwise within 20 minutes and the solution was heated at reflux for 2 hours. The reaction mixture was then poured onto ice, and the aqueous phase was extracted with chloroform. The combined organic phases were dried over magnesium sulfate. The purification was carr... As a reaction SMILES: [C:1]([C:5]1[CH:10]=[CH:9][CH:8]=[CH:7][C:6]=1[N:11]1[C:30]2[CH:29]=[CH:28][C:16]3[C:17](=[O:27])[N:18]([CH2:24][CH2:25]O)[C:19](=[O:23])[C:20]4=[CH:21][CH:22]=[C:13]([C:14]=2[C:15]=34)[C:12]1=[O:31])([CH3:4])([CH3:3])[CH3:2].P(Br)(Br)[Br:33]>C(Cl)(Cl)Cl>[C:1]([C:5]1[CH:10]=[CH:9][CH:8]=[CH:7][C:6]=1[N:11]1[C:30]2[CH:29]=[CH:28][C:16]3[C:17](=[O:27])[N:18]([CH2:24][CH2:25][Br:33])[C:19](=[O:23])[C:20]4=[CH:21][CH:22]=[C:13]([C:14]=2[C:15]=34)[C:12]1=[O:31])([CH3:4])([CH3:3])[CH3:2]. RXN SMILES: [F:1][C:2]([F:18])([F:17])[C:3]1[CH:4]=[C:5]([CH:9]=[CH:10][C:11]=1[O:12][C@H:13]([CH2:15][CH3:16])[CH3:14])[C:6]([OH:8])=O.C(Cl)CCl.C1C=CC2N(O)N=NC=2C=1.CC(C)CC1C=CC(C2O[N:45]=[C:44]([C:47]3[CH:52]=[CH:51][C:50]([CH2:53][OH:54])=[CH:49][CH:48]=3)[N:43]=2)=CC=1>CN(C=O)C>[CH3:14][C@H:13]([O:12][C:11]1[CH:10]=[CH:9][C:5]([C:6]2[O:8][N:45]=[C:44]([C:47]3[CH:52]=[CH:51][C:50]([CH2:53][OH:54])=[CH:49][CH:48]=3)[N:43]=2)=[CH:4][C:3]=1[C:2]([F:1])([F:18])[F:17])[CH2:15][CH3:16]. The solvent is CN(C)C=O (DMF). Yield: 59.1%. Procedure: A solution of 600 mg (2.2 mmol) of 3-trifluoromethyl-4-(2-(S)-methylpropyloxy)benzoic acid (from Step B), 542 mg (2.2 mmol) of EDC and 357 mg (2.2 mmol) of HOBT in 6 mL of DMF were stirred at rt for 1 h. The reaction was subsequently treated with 350 mg (2.2 mmol) of N-hydroxy-4-(hydroxymethyl)benzamidine (from Aldehyde 1, Step A) and heated to 80° C. for 12 h. The reaction mixture was cooled and purified via chromatography on a Biotage 40M cartridge using 2:1 v/v hexanes/EtOAc as the eluant aff... Product: C[C@@H](CC)OC1=C(C=C(C=C1)C1=NC(=NO1)C1=CC=C(C=C1)CO)C(F)(F)F (4-(5-(4-(2-(S)-Butoxy)-3-trifluoromethylphenyl)-1,2,4-oxadiazol-3-yl)phenylmethanol). Starting materials: CC(CC1=CC=C(C=C1)C1=NC(=NO1)C1=CC=C(C=C1)CO)C (4-(5-(4-(2-methylpropyl)phenyl)-1,2,4-oxadiazol-3-yl)phenylmethanol), FC(C=1C=C(C(=O)O)C=CC1O[C@@H](C)CC)(F)F (3-Trifluoromethyl-4-(2-(S)-butoxy)benzoic acid), C(CCl)Cl (EDC), C=1C=CC2=C(C1)N=NN2O (HOBT). Run at temperature 80 celsius. The reactants are CC1(CC(C2=CC=CC=C12)O)C (3,3-dimethyl-indan-1-ol), N1C=NC=C1 (imidazole), CN(C(=O)N=NC(=O)N(C)C)C (N,N,N′,N′-tetramethylazodicarboxamide), C(C)(C)(C)P(C(C)(C)C)C(C)(C)C (tri-t-butylphosphine). Run in C1(=CC=CC=C1)C (toluene), CCCCCCC (heptane). Conditions: temperature 0 celsius, time 10 minute. Yields the product CC1(CC(C2=CC=CC=C12)N1C=NC=C1)C (1-(3,3-dimethyl-indan-1-yl)-1H-imidazole). As a reaction SMILES: [CH3:1][C:2]1([CH3:12])[C:10]2[C:5](=[CH:6][CH:7]=[CH:8][CH:9]=2)[CH:4](O)[CH2:3]1.[NH:13]1[CH:17]=[CH:16][N:15]=[CH:14]1.C(P(C(C)(C)C)C(C)(C)C)(C)(C)C.CN(C)C(N=NC(N(C)C)=O)=O>C1(C)C=CC=CC=1.CCCCCCC>[CH3:1][C:2]1([CH3:12])[C:10]2[C:5](=[CH:6][CH:7]=[CH:8][CH:9]=2)[CH:4]([N:13]2[CH:17]=[CH:16][N:15]=[CH:14]2)[CH2:3]1. Procedure: To a solution of 3,3-dimethyl-indan-1-ol (CAS#38393-92-9, 1.62 g, 1.0 mmol)] in toluene (30 mL) is added imidazole (1.36 g, 20.0 mmol) followed by tri-t-butylphosphine (2.5 mL, 10.1 mmol). The reaction is put at 0° C. and N,N,N′,N′-tetramethylazodicarboxamide (1.72 g, 10 mol) is then added. The reaction is permitted to stir for 10 minutes at 0° C. and then is heated at 60° C. over night. The next morning the reaction is diluted with heptane (30 mL) and filtered. The filtrate is extracted twice w...